From a dataset of the Open Reaction Database (ORD), a public repository of structured organic reaction records. describe an organic reaction: reactants, conditions, products, and yield The reactants are ClC1=CC=C(C=C1)CC(=O)O (4-chlorophenylacetic acid), FC1=CC=C(C=C1)N1N=CC=2NCCCC21 (1-(4-fluorophenyl)-4,5,6,7-tetrahydro-1H-pyrazolo[4,3-b]pyridine). Yields the product ClC1=CC=C(C=C1)CC(=O)N1C2=C(CCC1)N(N=C2)C2=CC=C(C=C2)F (2-(4-chlorophenyl)-1-[1-(4-fluorophenyl)-6,7-dihydro-5H-pyrazolo[4,3-b]pyridin-4-yl]ethanone). As a reaction SMILES: [Cl:1][C:2]1[CH:7]=[CH:6][C:5]([CH2:8][C:9]([OH:11])=O)=[CH:4][CH:3]=1.[F:12][C:13]1[CH:18]=[CH:17][C:16]([N:19]2[C:27]3[CH2:26][CH2:25][CH2:24][NH:23][C:22]=3[CH:21]=[N:20]2)=[CH:15][CH:14]=1>>[Cl:1][C:2]1[CH:3]=[CH:4][C:5]([CH2:8][C:9]([N:23]2[CH2:24][CH2:25][CH2:26][C:27]3[N:19]([C:16]4[CH:17]=[CH:18][C:13]([F:12])=[CH:14][CH:15]=4)[N:20]=[CH:21][C:22]2=3)=[O:11])=[CH:6][CH:7]=1. Procedure details: The compound was from prepared from 4-chlorophenylacetic acid and 1-(4-fluorophenyl)-4,5,6,7-tetrahydro-1H-pyrazolo[4,3-b]pyridine using General Method A. The product mixture was crystallized from 4:1 CH3CN:H2O to give the title compound as an off-white crystalline solid (37.6 mg). 1H NMR (400 MHz, MeOD-d4, mixture of rotamers) δ 8.18 (s, 0.9H), 7.84 (s, 0.1H), 7.56 (m, 2H), 7.25-7.37 (m, 6H), 4.02 (s, 0.2H), 3.92 (s, 1.8H), 2.81 (t, J=6.2 Hz, 2H), 2.49 (m, 2H), 1.90 (m, 2H); MS: (ES) m/z calcul... Starting materials: CN1CCCC1=O, CN(C)C=O, O=C(Cl)C(=O)Cl, N#CC1(c2cccc(C(=O)Nc3cccc(Oc4ccc5nc(N)cn5n4)c3)c2)CC1, [Na+], C1CCOC1, O=C(O)c1cccnc1, O=C([O-])O. Yields the product N#CC1(c2cccc(C(=O)Nc3cccc(Oc4ccc5nc(NC(=O)c6cccnc6)cn5n4)c3)c2)CC1. Reaction SMILES: [CH3:57][N:58]1[CH2:59][CH2:60][CH2:61][C:62]1=[O:63].[CH3:64][N:65]([CH3:66])[CH:67]=[O:68].[Cl:10][C:11]([C:12]([Cl:13])=[O:14])=[O:15].[NH2:16][c:17]1[n:18][c:19]2[n:20]([n:21][c:22]([O:25][c:26]3[cH:27][c:28]([NH:32][C:33]([c:34]4[cH:35][c:36]([C:40]5([C:43]#[N:44])[CH2:41][CH2:42]5)[cH:37][cH:38][cH:39]4)=[O:45])[cH:29][cH:30][cH:31]3)[cH:23][cH:24]2)[cH:46]1.[Na+:47].[O:52]1[CH2:53][CH2:54][CH2:55][CH2:56]1.[OH:1][C:2](=[O:3])[c:4]1[cH:5][cH:6][cH:7][n:8][cH:9]1.[OH:48][C:49](=[O:50])[O-:51]>>[C:2](=[O:3])([c:4]1[cH:5][cH:6][cH:7][n:8][cH:9]1)[NH:16][c:17]1[n:18][c:19]2[n:20]([n:21][c:22]([O:25][c:26]3[cH:27][c:28]([NH:32][C:33]([c:34]4[cH:35][c:36]([C:40]5([C:43]#[N:44])[CH2:41][CH2:42]5)[cH:37][cH:38][cH:39]4)=[O:45])[cH:29][cH:30][cH:31]3)[cH:23][cH:24]2)[cH:46]1.